From a dataset of the Open Reaction Database (ORD), a public repository of structured organic reaction records. describe an organic reaction: reactants, conditions, products, and yield Product: [N+](=O)([O-])C1=CC=C(C=C1)OC(C=CC1=CC=C(C=C1)C1=CC(=CC=C1)C=1C=C(C=C2C=CC=NC12)C(C)(C)S(=O)(=O)C)=O (3-{3′-[6-(1-Methanesulfonyl-1-methyl-ethyl)-quinolin-8-yl]-biphenyl-4-yl}-acrylic acid 4-nitro-phenyl ester). Procedure: Prepared according to the procedure described in EXAMPLE 11, Step 3 but using 3-(3′-[6-(1-methanesulfonyl-1-methyl-ethyl)-quinolin-8-yl]-biphenyl-4-yl)-acrylic acid and 4-nitro-phenol as starting materials. Stirring in Et2O afforded the title compound after filtration. RXN SMILES: [CH3:1][S:2]([C:5]([C:8]1[CH:9]=[C:10]2[C:15](=[C:16]([C:18]3[CH:19]=[C:20]([C:24]4[CH:29]=[CH:28][C:27]([CH:30]=[CH:31][C:32]([OH:34])=[O:33])=[CH:26][CH:25]=4)[CH:21]=[CH:22][CH:23]=3)[CH:17]=1)[N:14]=[CH:13][CH:12]=[CH:11]2)([CH3:7])[CH3:6])(=[O:4])=[O:3].[N+:35]([C:38]1[CH:43]=[CH:42][C:41](O)=[CH:40][CH:39]=1)([O-:37])=[O:36]>CCOCC>[N+:35]([C:38]1[CH:43]=[CH:42][C:41]([O:33][C:32](=[O:34])[CH:31]=[CH:30][C:27]2[CH:26]=[CH:25][C:24]([C:20]3[CH:21]=[CH:22][CH:23]=[C:18]([C:16]4[CH:17]=[C:8]([C:5]([S:2]([CH3:1])(=[O:4])=[O:3])([CH3:7])[CH3:6])[CH:9]=[C:10]5[C:15]=4[N:14]=[CH:13][CH:12]=[CH:11]5)[CH:19]=3)=[CH:29][CH:28]=2)=[CH:40][CH:39]=1)([O-:37])=[O:36]. The solvent is CCOCC (Et2O). The reactants are CS(=O)(=O)C(C)(C)C=1C=C2C=CC=NC2=C(C1)C=1C=C(C=CC1)C1=CC=C(C=C1)C=CC(=O)O (3-(3′-[6-(1-methanesulfonyl-1-methyl-ethyl)-quinolin-8-yl]-biphenyl-4-yl)-acrylic acid), [N+](=O)([O-])C1=CC=C(C=C1)O (4-nitro-phenol). Starting materials: C(=O)(Cl)Cl (phosgene), [Na] (sodium), C1(CCCCCN1)=O (ε-caprolactam). Product: 11781e, C(=O)(N1C(CCCCC1)=O)N1C(CCCCC1)=O (N,N′-carbonylbiscaprolactam). Yield: 0.6%. Reaction SMILES: [C:1](Cl)(Cl)=[O:2].[Na].[C:6]1(=[O:13])[NH:12][CH2:11][CH2:10][CH2:9][CH2:8][CH2:7]1>>[C:6]([N:12]1[CH2:11][CH2:10][CH2:9][CH2:8][CH2:7][C:1]1=[O:2])([N:12]1[CH2:11][CH2:10][CH2:9][CH2:8][CH2:7][C:6]1=[O:13])=[O:13] |^1:4|. Procedure: Thus, when phosgene is reacted with the sodium salt of ε-caprolactam according to H. R. Meyer, as described in the summary CA 52: 11781e of 1956, only from 0.6 to 40% of N,N′-carbonylbiscaprolactam is obtained. Reactants: N1C[C@H](C(=O)OCC)CCC1 ((R)-ethyl nipecotate), N (ammonia). Reaction conditions: time 3 day. Product: N1C[C@H](C(=O)N)CCC1 ((R)-nipecotamide). RXN SMILES: [NH:1]1[CH2:11][CH2:10][CH2:9][C@@H:3]([C:4](OCC)=[O:5])[CH2:2]1.[NH3:12]>>[NH:1]1[CH2:11][CH2:10][CH2:9][C@@H:3]([C:4]([NH2:12])=[O:5])[CH2:2]1. Procedure: To 14.7 g (93.5 mmol) of (R)-ethyl nipecotate in a 300 ml round-bottomed flask were added 200 ml of concentrated aqueous ammonia at room temperature, and the mixture was allowed to stand for 3 days at room temperature. The reaction mixture was distilled off at a water bath temperature of lower than 40° C. to obtain (R)-nipecotamide as a pale yellow oil. To this were added 100 ml of methylene chloride and 50 ml of ethanol at room temperature, and 15.6 ml (1.2 eg.) of triethylamine were added whil... Starting materials: C(=O)(OCC1C2=CC=CC=C2C2=CC=CC=C12)N[C@@H]1C[C@@H](CC1)C(=O)O ((−)-(1S,3R)—N-Fmoc-1-Aminocyclopentane-3-carboxylic acid), 1-chloro-N,N,2-trimethylpropenyldiamine, O1C(=NC2=C1C=CC=C2)C2=CC=C(C=C2)NC ((4-Benzooxazol-2-yl-phenyl)-methyl-amine), N1=C(C=C(C=C1C)C)C (2,4,6-collidine). The solvent is C(Cl)Cl (DCM), C(Cl)Cl (DCM). Reaction conditions: time 2 hour. Yields the product C1=CC=CC=2C3=CC=CC=C3C(C12)COC(NC1CC(CC1)C(N(C)C1=CC=C(C=C1)C=1OC2=C(N1)C=CC=C2)=O)=O ({3-[N-(4-Benzooxazol-2-yl-phenyl)-N-methyl-carbamoyl]-cyclopentyl}-carbamic acid 9H-fluoren-9-yl-methyl-ester). Reaction SMILES: [C:1]([NH:18][C@H:19]1[CH2:23][CH2:22][C@@H:21]([C:24](O)=[O:25])[CH2:20]1)([O:3][CH2:4][CH:5]1[C:17]2[C:12](=[CH:13][CH:14]=[CH:15][CH:16]=2)[C:11]2[C:6]1=[CH:7][CH:8]=[CH:9][CH:10]=2)=[O:2].[O:27]1[C:31]2[CH:32]=[CH:33][CH:34]=[CH:35][C:30]=2[N:29]=[C:28]1[C:36]1[CH:41]=[CH:40][C:39]([NH:42][CH3:43])=[CH:38][CH:37]=1.N1C(C)=CC(C)=CC=1C>C(Cl)Cl>[CH:16]1[C:17]2[CH:5]([CH2:4][O:3][C:1](=[O:2])[NH:18][CH:19]3[CH2:23][CH2:22][CH:21]([C:24](=[O:25])[N:42]([C:39]4[CH:40]=[CH:41][C:36]([C:28]5[O:27][C:31]6[CH:32]=[CH:33][CH:34]=[CH:35][C:30]=6[N:29]=5)=[CH:37][CH:38]=4)[CH3:43])[CH2:20]3)[C:6]3[C:11](=[CH:10][CH:9]=[CH:8][CH:7]=3)[C:12]=2[CH:13]=[CH:14][CH:15]=1. Reported procedure: 250 mg (0.71 mmol) (−)-(1S,3R)—N-Fmoc-1-Aminocyclopentane-3-carboxylic acid and 0.14 mL (1.07 mmol) 1-chloro-N,N,2-trimethylpropenyldiamine are dissolved in 5 mL DCM and stirred for 2 hours. The resulting product is added to a mixture of 159.6 mg (0.71 mmol) (4-Benzooxazol-2-yl-phenyl)-methyl-amine and 0.14 mL (1.07 mmol) 2,4,6-collidine in 5 mL DCM. The reaction mixture is stirred overnight at RT. The mixture is concentrated under reduced pressure. The residue is taken up in water and extracted... The reactants are FC=1C=C(C=CC1)C1(CCN(CC1)C(C(C(C)C)(N)C)=O)CCN1[C@H]2CC(C[C@@H]1CC2)N2C(=NC1=C2C=CC=C1)C (1-(4-(3-fluorophenyl)-4-{2-[(1R,5S)-3-(2-methyl-1H-benzimidazol-1-yl)-8-azabicyclo[3.2.1]oct-8-yl]ethyl}-1-piperidinyl)-2,3-dimethyl-1-oxo-2-butanamine), ClCC(=O)Cl (Chloro-acetyl chloride), CCN(C(C)C)C(C)C (DIEA). Yields the product ClCC(=O)NC(C(C)C)(C)C(=O)N1CCC(CC1)(CCN1[C@H]2CC(C[C@@H]1CC2)N2C(=NC1=C2C=CC=C1)C)C1=CC(=CC=C1)F (2-chloro-N-{1-[(4-(3-fluorophenyl)-4-{2-[(1R,5S)-3-(2-methyl-1H-benzimidazol-1-yl)-8-azabicyclo[3.2.1]oct-8-yl]ethyl}-1-piperidinyl)carbonyl]-1,2-dimethylpropyl}acetamide). The yield is 52.4%. RXN SMILES: [F:1][C:2]1[CH:3]=[C:4]([C:8]2([CH2:22][CH2:23][N:24]3[C@H:29]4[CH2:30][CH2:31][C@@H:25]3[CH2:26][CH:27]([N:32]3[C:36]5[CH:37]=[CH:38][CH:39]=[CH:40][C:35]=5[N:34]=[C:33]3[CH3:41])[CH2:28]4)[CH2:13][CH2:12][N:11]([C:14](=[O:21])[C:15]([CH3:20])([NH2:19])[CH:16]([CH3:18])[CH3:17])[CH2:10][CH2:9]2)[CH:5]=[CH:6][CH:7]=1.[Cl:42][CH2:43][C:44](Cl)=[O:45].CCN(C(C)C)C(C)C>>[Cl:42][CH2:43][C:44]([NH:19][C:15]([C:14]([N:11]1[CH2:12][CH2:13][C:8]([C:4]2[CH:5]=[CH:6][CH:7]=[C:2]([F:1])[CH:3]=2)([CH2:22][CH2:23][N:24]2[C@H:29]3[CH2:30][CH2:31][C@@H:25]2[CH2:26][CH:27]([N:32]2[C:36]4[CH:37]=[CH:38][CH:39]=[CH:40][C:35]=4[N:34]=[C:33]2[CH3:41])[CH2:28]3)[CH2:9][CH2:10]1)=[O:21])([CH3:20])[CH:16]([CH3:17])[CH3:18])=[O:45]. Reported procedure: 2-chloro-N-{1-[(4-(3-fluorophenyl)-4-{2-[(1R,5S)-3-(2-methyl-1H-benzimidazol-1-yl)-8-azabicyclo[3.2.1]oct-8-yl]ethyl}-1-piperidinyl)carbonyl]-1,2-dimethylpropyl}acetamide was obtained from treating 1,1-dimethylethyl {1-[(4-(3-fluorophenyl)-4-{2-[(1R,5S)-3-(2-methyl-1H-benzimidazol-1-yl)-8-azabicyclo[3.2.1]oct-8-yl]ethyl}-1-piperidinyl)carbonyl]-1,2-dimethylpropyl}carbamate, example 915, (0.623 g, 0.94 mmol) with HCl as outlined in the procedure for Example 890 to form 1-(4-(3-fluorophenyl)-4-{2-...